From a dataset of the Open Reaction Database (ORD), a public repository of structured organic reaction records. describe an organic reaction: reactants, conditions, products, and yield Reactants: CC(=O)SCCS(=O)(=O)N1CCCC1C(=O)O, CCCCCC, ClC(Cl)Cl, Cl, N, O. Product: O=C(O)C1CCCN1S(=O)(=O)CCS. RXN SMILES: [C:1](=[O:2])([CH3:3])[S:4][CH2:5][CH2:6][S:7](=[O:8])(=[O:9])[N:10]1[CH:11]([C:12](=[O:13])[OH:14])[CH2:15][CH2:16][CH2:17]1.[CH3:20][CH2:21][CH2:22][CH2:23][CH2:24][CH3:25].[CH:26]([Cl:27])([Cl:28])[Cl:29].[ClH:19].[NH3:18].[OH2:30]>>[SH:4][CH2:5][CH2:6][S:7](=[O:8])(=[O:9])[N:10]1[CH:11]([C:12](=[O:13])[OH:14])[CH2:15][CH2:16][CH2:17]1. The reactants are [H-].[Na+] (Sodium hydride), C(C)C1(OC2=C(NC1)C=C(C=C2)[N+](=O)[O-])C(F)(F)F (2-ethyl-2-trifluoromethyl-6-nitro-3,4-dihydro-2H-1,4-benzoxazine), Cl.ClC1=[N+](C=CC=C1)[O-] (2-chloropyridine-N-oxide hydrochloride). Isolated yield 35.0%. Reported procedure: Sodium hydride (0.68 g, 60% in mineral oil) was added to a solution of 2-ethyl-2-trifluoromethyl-6-nitro-3,4-dihydro-2H-1,4-benzoxazine (0.235 g), 2-chloropyridine-N-oxide hydrochloride (0.142 g), and dimethylsulfoxide (10 mL) and stirred at room temperature overnight. The mixture was quenched with saturated ammonium chloride/water and extracted into ethyl acetate. The organic extract was washed (water, brine) dried, decolorized (charcoal), filtered (celite) and evaporated. Chromatography, eluti... Product: C(C)C1(OC2=C(N(C1)C1=[N+](C=CC=C1)[O-])C=C(C=C2)[N+](=O)[O-])C(F)(F)F (2-(2-Ethyl-2-trifluoromethyl-6-nitro-3,4-dihydro-2H-1,4-benzoxazine-4-yl)pyridine-N-oxide). Reaction SMILES: [H-].[Na+].[CH2:3]([C:5]1([C:18]([F:21])([F:20])[F:19])[CH2:10][NH:9][C:8]2[CH:11]=[C:12]([N+:15]([O-:17])=[O:16])[CH:13]=[CH:14][C:7]=2[O:6]1)[CH3:4].Cl.Cl[C:24]1[CH:29]=[CH:28][CH:27]=[CH:26][N+:25]=1[O-:30]>CS(C)=O>[CH2:3]([C:5]1([C:18]([F:21])([F:20])[F:19])[CH2:10][N:9]([C:24]2[CH:29]=[CH:28][CH:27]=[CH:26][N+:25]=2[O-:30])[C:8]2[CH:11]=[C:12]([N+:15]([O-:17])=[O:16])[CH:13]=[CH:14][C:7]=2[O:6]1)[CH3:4] |f:0.1,3.4|. Solvent: CS(=O)C (dimethylsulfoxide). Conditions: time 8 hour. The reactants are NN1CCN(Cc2ccccc2)CC1, Cc1nc(C=O)c[nH]1, CO. The product is Cc1nc(C=NN2CCN(Cc3ccccc3)CC2)c[nH]1. RXN SMILES: [CH2:1]([c:2]1[cH:3][cH:4][cH:5][cH:6][cH:7]1)[N:8]1[CH2:9][CH2:10][N:11]([NH2:14])[CH2:12][CH2:13]1.[CH3:15][c:16]1[nH:17][cH:18][c:19]([CH:21]=[O:22])[n:20]1.[CH3:23][OH:24]>>[CH2:1]([c:2]1[cH:3][cH:4][cH:5][cH:6][cH:7]1)[N:8]1[CH2:9][CH2:10][N:11]([N:14]=[CH:21][c:19]2[cH:18][nH:17][c:16]([CH3:15])[n:20]2)[CH2:12][CH2:13]1. The reactants are [H-].C(C(C)C)[Al+]CC(C)C (diisobutylaluminium hydride), ClC=1C(=NC=C(C(=O)OCC)C1)N[C@@H]1[C@H](C1)C1=CC=CC=C1 (ethyl 5-chloro-6-{[(1S,2R)-2-phenylcyclopropyl]amino}nicotinate), resultant mixture, CO (methanol), C(C(O)C(O)C(=O)[O-])(=O)[O-].[K+].[Na+] (sodium potassium tartarate). The solvent is C1(=CC=CC=C1)C (toluene), O1CCCC1 (tetrahydrofuran), O1CCCC1 (Tetrahydrofuran). Reaction conditions: temperature 0 celsius. Yields the product ClC=1C=C(C=NC1N[C@@H]1[C@H](C1)C1=CC=CC=C1)CO ((5-chloro-6-{[(1S,2R)-2-phenylcyclopropyl]amino}-3-pyridinyl)methanol). Yield: 94.0%. As a reaction SMILES: [H-].C([Al+]CC(C)C)C(C)C.[Cl:11][C:12]1[C:13]([NH:23][C@H:24]2[CH2:26][C@@H:25]2[C:27]2[CH:32]=[CH:31][CH:30]=[CH:29][CH:28]=2)=[N:14][CH:15]=[C:16]([CH:22]=1)[C:17](OCC)=[O:18].CO.C([O-])(=O)C(C(C([O-])=O)O)O.[K+].[Na+]>C1(C)C=CC=CC=1.O1CCCC1>[Cl:11][C:12]1[CH:22]=[C:16]([CH2:17][OH:18])[CH:15]=[N:14][C:13]=1[NH:23][C@H:24]1[CH2:26][C@@H:25]1[C:27]1[CH:28]=[CH:29][CH:30]=[CH:31][CH:32]=1 |f:0.1,4.5.6|. Procedure details: A diisobutylaluminium hydride in toluene solution (4.6 mL) was dropwise added to a solution of ethyl 5-chloro-6-{[(1S,2R)-2-phenylcyclopropyl]amino}nicotinate (488 mg) in tetrahydrofuran (15 mL) with stirring at 0° C. under atmospheric pressure of nitrogen, and the reaction mixture was stirred at 0° C. for 1 hour. A methanol (1 mL) was added to a reaction mixture at 0° C. and allowed to warm to room temperature. Tetrahydrofuran (20 mL) and saturated sodium potassium tartarate aqueous solution (5... Reactants: FC1=C(N)C=CC(=C1)C (2-fluoro-4-methylaniline), C(C)OC=C(C(=O)OCC)C(=O)OCC (diethyl ethoxymethylene-malonate), C1(=CC=CC=C1)OC1=CC=CC=C1 (diphenyl ether). The solvent is C(C)O (ethanol), C(C)O (ethanol). Conditions: temperature 75 celsius. Product: FC=1C=C(C=C2C(=C(C=NC12)C(=O)OCC)O)C (ethyl 8-fluoro-4-hydroxy-6-methylquinoline-3-carboxylate). Isolated yield 55.9%. RXN SMILES: [F:1][C:2]1[CH:8]=[C:7]([CH3:9])[CH:6]=[CH:5][C:3]=1[NH2:4].C([O:12][CH:13]=[C:14]([C:20](OCC)=O)[C:15]([O:17][CH2:18][CH3:19])=[O:16])C.C1(OC2C=CC=CC=2)C=CC=CC=1>C(O)C>[F:1][C:2]1[CH:8]=[C:7]([CH3:9])[CH:6]=[C:5]2[C:3]=1[N:4]=[CH:20][C:14]([C:15]([O:17][CH2:18][CH3:19])=[O:16])=[C:13]2[OH:12]. Procedure: A mixture of 2-fluoro-4-methylaniline (5.0 g) and diethyl ethoxymethylene-malonate (8.64 g) is heated to 130° C. for 2 h with removal of ethanol by a Dean-Stark trap. The mixture is cooled to 75° C. and diphenyl ether (50 mL) is added. The solution is heated to 250° C. for 2 h with removal of ethanol by a Dean-Stark trap, then cooled to room temperature. The resulting solid is collected, washed with hexanes and dried to yield 5.564 g of ethyl 8-fluoro-4-hydroxy-6-methylquinoline-3-carboxylate. A...